This data is from the Open Reaction Database (ORD), a public repository of structured organic reaction records. The task is: describe an organic reaction: reactants, conditions, products, and yield Product: ClC1=C(C=CC=C1)SC1CC=CC1 (1-Chloro-2-(cyclopent-3-enylsulfanyl)-benzene). The reactants are ClC1=C(C=CC=C1)S (2-chloro-thiophenol), C1(CC=CC1)OS(=O)(=O)C1=CC=C(C=C1)C (toluene-4-sulfonic acid cyclopent-3-enyl ester), [H-].[Na+] (NaH), O (Water). As a reaction SMILES: [H-].[Na+].[Cl:3][C:4]1[CH:9]=[CH:8][CH:7]=[CH:6][C:5]=1[SH:10].[CH:11]1(OS(C2C=CC(C)=CC=2)(=O)=O)[CH2:15][CH:14]=[CH:13][CH2:12]1.O>CN(C=O)C>[Cl:3][C:4]1[CH:9]=[CH:8][CH:7]=[CH:6][C:5]=1[S:10][CH:14]1[CH2:13][CH:12]=[CH:11][CH2:15]1 |f:0.1|. Yield: 79.0%. Solvent: CN(C)C=O (DMF), CN(C)C=O (DMF), CN(C)C=O (DMF). Conditions: temperature 0 celsius, time 2 day. Procedure details: NaH (316 mg, 55% in mineral oil, 7.24 mmol) was suspended in DMF (6 ml) and the suspension was cooled to 0° C. A solution of 2-chloro-thiophenol (880 ml, 97% purity, 7.55 mmol) in DMF (2 ml) was added dropwise. After stirring for 45 min at 0° C. a solution of toluene-4-sulfonic acid cyclopent-3-enyl ester (1500 mg, 6.29 mmol) in DMF (3 ml) was added dropwise and the reaction mixture was stirred at room temperature for 2 days. Water was added and the mixture was extracted 3 times with EtOAc. The ...